Dataset: the Open Reaction Database (ORD), a public repository of structured organic reaction records. Task: describe an organic reaction: reactants, conditions, products, and yield The reactants are CN(C1(CCC(CC1)N)C1=CC=CC=C1)C (N,N-dimethyl-1-phenyl-cyclohexane-1,4-diamine), [Cl-].COC1=NC(=NC(=N1)OC)[N+]1(CCOCC1)C (4-(4,6-dimethoxy-1,3,5-triazin-2-yl)-4-methyl-morpholinium chloride), COC=1C=C2C(=CNC2=CC1)CC(=O)O ((5-methoxy-1H-indol-3-yl)acetic acid). The solvent is CO (methanol). Conditions: time 24 hour. The product is Cl.CN(C1(CCC(CC1)NC(CC1=CNC2=CC=C(C=C12)OC)=O)C1=CC=CC=C1)C (N-(4-Dimethylamino-4-phenyl-cyclohexyl)-2-(5-methoxy-1H-indol-3-yl)-acetamide hydrochloride). Reaction SMILES: [CH3:1][N:2]([CH3:16])[C:3]1([C:10]2[CH:15]=[CH:14][CH:13]=[CH:12][CH:11]=2)[CH2:8][CH2:7][CH:6]([NH2:9])[CH2:5][CH2:4]1.[Cl-:17].COC1N=C(OC)N=C([N+]2(C)CCOCC2)N=1.[CH3:35][O:36][C:37]1[CH:38]=[C:39]2[C:43](=[CH:44][CH:45]=1)[NH:42][CH:41]=[C:40]2[CH2:46][C:47](O)=[O:48]>CO>[ClH:17].[CH3:1][N:2]([CH3:16])[C:3]1([C:10]2[CH:15]=[CH:14][CH:13]=[CH:12][CH:11]=2)[CH2:8][CH2:7][CH:6]([NH:9][C:47](=[O:48])[CH2:46][C:40]2[C:39]3[C:43](=[CH:44][CH:45]=[C:37]([O:36][CH3:35])[CH:38]=3)[NH:42][CH:41]=2)[CH2:5][CH2:4]1 |f:1.2,5.6|. Reported procedure: The nonpolar diastereomer of N,N-dimethyl-1-phenyl-cyclohexane-1,4-diamine (387 mg) and 4-(4,6-dimethoxy-1,3,5-triazin-2-yl)-4-methyl-morpholinium chloride (267 mg, 2.0 mmol.) were added to a solution of (5-methoxy-1H-indol-3-yl)acetic acid (364 mg) in abs. methanol (20 ml). Stirring was then carried out for 24 hours at RT. For working up, the mixture was concentrated, the batch was diluted with water (10 ml), and the mixture was adjusted to pH 11 with 5M NaOH and extracted with ethyl acetate (3... The reactants are ClC=CCON (3-chloroallyloxyamine), mixture, C(C)O.C(Cl)(Cl)Cl (ethanol chloroform), OC1=C(C(CC(C1)C1=CC=C(C=C1)NS(=O)(=O)C)=O)C(CC)=O (3-hydroxy-5-(4-methanesulfonamidophenyl)-2-propionyl-2-cyclohexen-1-one), ice water, Cl (hydrochloric acid). Solvent: C(C)O (ethanol). Run at time 3 hour. The product is ClC=CCON=C(CC)C=1C(CC(CC1O)C1=CC=C(C=C1)NS(=O)(=O)C)=O (2-[1-(3-chloroallyloxyimino)propyl]-3-hydroxy-5-(4-methanesulfonamidophenyl)-2-cyclohexen-1-one). As a reaction SMILES: C(O)C.C(Cl)(Cl)Cl.[OH:8][C:9]1[CH2:14][CH:13]([C:15]2[CH:20]=[CH:19][C:18]([NH:21][S:22]([CH3:25])(=[O:24])=[O:23])=[CH:17][CH:16]=2)[CH2:12][C:11](=[O:26])[C:10]=1[C:27](=O)[CH2:28][CH3:29].[Cl:31][CH:32]=[CH:33][CH2:34][O:35][NH2:36].Cl>C(O)C>[Cl:31][CH:32]=[CH:33][CH2:34][O:35][N:36]=[C:27]([C:10]1[C:11](=[O:26])[CH2:12][CH:13]([C:15]2[CH:16]=[CH:17][C:18]([NH:21][S:22]([CH3:25])(=[O:23])=[O:24])=[CH:19][CH:20]=2)[CH2:14][C:9]=1[OH:8])[CH2:28][CH3:29] |f:0.1|. Procedure: Into 40 ml of mixture solvent of ethanol-chloroform (1:1) was dissolved 2 g of 3-hydroxy-5-(4-methanesulfonamidophenyl)-2-propionyl-2-cyclohexen-1-one and to the solution was added 10 ml of ethanol containing 10% of 3-chloroallyloxyamine at room temperature. The mixture was kept for 3 hours and it was poured into ice water. The mixture was acidified with hydrochloric acid and the oil separated was extracted with chloroform. The chloroform solution was dried with anhydrous magnesium sulfate and t... Starting materials: S(N)(=O)(=O)C1=CC=C(C(=O)O)C=C1 (4-sulfamoyl-benzoic acid), C(Cl)Cl.CO (CH2Cl2 MeOH), [Si](C)(C)(C)C=[N+]=[N-] (TMSCHN2). Solvent: [OH-].[Na+] (NaOH), C(Cl)Cl (CH2Cl2), CCCCCC (hexane). Conditions: time 2 hour. Yields the product COC(C1=CC=C(C=C1)S(N)(=O)=O)=O (4-Sulfamoyl-benzoic acid methyl ester). Yield: 95.0%. Reaction SMILES: [S:1]([C:5]1[CH:13]=[CH:12][C:8]([C:9]([OH:11])=[O:10])=[CH:7][CH:6]=1)(=[O:4])(=[O:3])[NH2:2].[CH2:14](Cl)Cl.CO.[Si](C=[N+]=[N-])(C)(C)C>CCCCCC.[OH-].[Na+].C(Cl)Cl>[CH3:14][O:10][C:9](=[O:11])[C:8]1[CH:7]=[CH:6][C:5]([S:1](=[O:3])(=[O:4])[NH2:2])=[CH:13][CH:12]=1 |f:1.2,5.6|. Procedure: To a stirred suspension of 4-sulfamoyl-benzoic acid (25.0 g, 0.124 mol) in 4:1 CH2Cl2/MeOH at rt was added 1.0 M TMSCHN2 in hexane (175 mL), and the reaction mixture was allowed to stir for 2 h. The mixture was diluted with 1N NaOH (100 mL) and CH2Cl2 (150 mL), and the layers were separated. The organic layer was dried over Na2SO4, then filtered, and the solvent was removed under reduced pressure to afford the desired ester (25.2 g, 95%), which was used without further purification. 1H NMR (400 ... Procedure: Starting with 108.08 g (0.351 mol) of ethyl 6-(3'-chlorophenyl)-6-cyano-5-keto-3,3-dimethylhexanoate, 316 ml of acetic acid, 105 ml of water, and 105 ml of concentrated sulfuric acid, and utilizing the procedure described in Example 1, Part B, 40.82 g (46% yield) of 2-(3'-chlorophenyl)-5,5-dimethyl-1,3-cyclohexanedione was obtained as a white solid, m.p. 155°-58° C. RXN SMILES: [Cl:1][C:2]1[CH:3]=[C:4]([CH:8](C#N)[C:9](=[O:20])[CH2:10][C:11]([CH3:19])([CH3:18])[CH2:12][C:13]([O:15]CC)=O)[CH:5]=[CH:6][CH:7]=1.C(O)(=O)C.S(=O)(=O)(O)O>O>[Cl:1][C:2]1[CH:3]=[C:4]([CH:8]2[C:9](=[O:20])[CH2:10][C:11]([CH3:18])([CH3:19])[CH2:12][C:13]2=[O:15])[CH:5]=[CH:6][CH:7]=1. Yields the product ClC=1C=C(C=CC1)C1C(CC(CC1=O)(C)C)=O (2-(3'-chlorophenyl)-5,5-dimethyl-1,3-cyclohexanedione). The reactants are ClC=1C=C(C=CC1)C(C(CC(CC(=O)OCC)(C)C)=O)C#N (ethyl 6-(3'-chlorophenyl)-6-cyano-5-keto-3,3-dimethylhexanoate), C(C)(=O)O (acetic acid), S(O)(O)(=O)=O (sulfuric acid). Solvent: O (water). Isolated yield 46.4%. Starting materials: C(CC(=O)C)(=O)OC (methyl acetoacetate), N (ammonia), [OH-].[Ca+2].[OH-] (calcium hydroxide), C(CC)(=O)Cl (propionyl chloride). Reported procedure: Under the same conditions as in Example 1, 116 g (1.0 mol) of methyl acetoacetate in a mixture of 520 ml of methylene chloride and 30 ml of methyl ethyl ketone were reacted with 77.8 g (1.05 mol) of calcium hydroxide and 106.5 g (1.15 mol) of propionyl chloride. The pH in the subsequent reaction with ammonia was adjusted to 9.1. This gave 117 g (GC purity 79.0%) of methyl propionylacetate (yield 71.0%). The solvent is C(Cl)Cl (methylene chloride), C(C)C(=O)C (methyl ethyl ketone). The yield is 89.9%. The product is C(CC)(=O)CC(=O)OC (methyl propionylacetate). RXN SMILES: [C:1]([O:7][CH3:8])(=[O:6])[CH2:2][C:3]([CH3:5])=[O:4].[OH-].[Ca+2].[OH-].[C:12](Cl)(=O)CC.N>C(Cl)Cl.C(C(C)=O)C>[C:3]([CH2:2][C:1]([O:7][CH3:8])=[O:6])(=[O:4])[CH2:5][CH3:12] |f:1.2.3|. Starting materials: C1CCNC1, CO, O=C1Cc2ccc(Cl)cc2N1, O=Cc1cc(Cl)ccc1OCC(F)(F)F. Yields the product O=C1Nc2cc(Cl)ccc2C1=Cc1cc(Cl)ccc1OCC(F)(F)F. As a reaction SMILES: [CH2:27]1[CH2:28][NH:29][CH2:30][CH2:31]1.[CH3:32][OH:33].[Cl:16][c:17]1[cH:18][cH:19][c:20]2[c:24]([cH:25]1)[NH:23][C:22](=[O:26])[CH2:21]2.[Cl:1][c:2]1[cH:3][cH:4][c:5]([O:10][CH2:11][C:12]([F:13])([F:14])[F:15])[c:6]([CH:7]=[O:8])[cH:9]1>>[Cl:1][c:2]1[cH:3][cH:4][c:5]([O:10][CH2:11][C:12]([F:13])([F:14])[F:15])[c:6]([CH:7]=[C:21]2[c:20]3[cH:19][cH:18][c:17]([Cl:16])[cH:25][c:24]3[NH:23][C:22]2=[O:26])[cH:9]1. The reactants are C(Br)(Br)(Br)Br (CBr4), FC1=C(C(=NC=C1)NC(OC(C)(C)C)=O)CO (tert-butyl 4-fluoro-3-(hydroxymethyl)pyridin-2-ylcarbamate), C1(=CC=CC=C1)P(C1=CC=CC=C1)C1=CC=CC=C1 (triphenylphosphine). Solvent: C1CCOC1 (THF), C1CCOC1 (THF). Run at time 3 hour. Product: BrCC=1C(=NC=CC1F)NC(OC(C)(C)C)=O (tert-butyl 3-(bromomethyl)-4-fluoropyridin-2-ylcarbamate). Yield: 52.4%. RXN SMILES: [C:1]([Br:5])(Br)(Br)Br.[F:6][C:7]1[CH:12]=[CH:11][N:10]=[C:9]([NH:13][C:14](=[O:20])[O:15][C:16]([CH3:19])([CH3:18])[CH3:17])[C:8]=1CO.C1(P(C2C=CC=CC=2)C2C=CC=CC=2)C=CC=CC=1>C1COCC1>[Br:5][CH2:1][C:8]1[C:9]([NH:13][C:14](=[O:20])[O:15][C:16]([CH3:18])([CH3:17])[CH3:19])=[N:10][CH:11]=[CH:12][C:7]=1[F:6]. Procedure details: CBr4 (531 mg, 1.6 mmol) was added to a solution of the product of Step B (242 mg, 1 mmol) in THF (3 mL). Then a solution of triphenylphosphine in THF (1 mL) was added dropwise and the mixture was stirred at room temperature for 3 hours. The mixture was loaded onto a silica gel column. Elution with (EtOAc:PE=1:3) to afford the title compound (160 mg, 52%) as a white solid. 1H-NMR (400 MHz, CDCl3) δ 8.38-8.35 (m, 1H), 7.09 (s, 1H), 6.90-6.86 (m, 1H), 4.61 (s, 2H), 1.54 (s, 9H) ppm MS: M/e 305 (M+1... Reactants: 4A, CN(C(N(C)C)=O)C (tetramethylurea), P(O)(O)(O)=O (phosphoric acid), CN[C@H](C(=O)O)CC1=CC=C(O)C(O)=C1 (methyldopa), CN[C@H](C(=O)O)CC1=CC=C(O)C(O)=C1 (methyldopa), (R,S)-1-pivaloyloxyethyl ester, C(C(C)(C)C)(=O)OC(C)Cl (1-chloroethyl pivalate), CN[C@H](C(=O)O)CC1=CC=C(O)C(O)=C1 (methyldopa). The solvent is C1(=CC=CC=C1)C (toluene). Conditions: temperature 70 celsius, time 16 hour. Product: (R,S)-1-pivaloyloxyethyl (S)-3-(3,4-dihydroxyphenyl)-2-methylalaninate, C(C)(C)[O-].P(O)(O)(O)=O (phosphoric acid, monoisopropanolate salt). Reaction SMILES: CN[C@@H](CC1C=[C:13](O)[C:11]([OH:12])=[CH:10]C=1)C(O)=O.C(OC(Cl)C)(=O)C(C)(C)C.CN(C)C(=O)N(C)C.[P:34](=[O:38])([OH:37])([OH:36])[OH:35]>C1(C)C=CC=CC=1>[CH:11]([O-:12])([CH3:13])[CH3:10].[P:34](=[O:35])([OH:38])([OH:37])[OH:36] |f:5.6|. Procedure: In an operation carried out in a manner similar to that described in Example 1, 42.3 grams (0.2 mole) of methyldopa, 40.3 milliliters (0.24 mole) of 1-chloroethyl pivalate, 14 grams of 4A molecular sieve pellets (1/16") and 85 milliliters of tetramethylurea are mixed together and heated in an atmosphere of nitrogen to 70° C. and maintained at this temperature for about 30 hours. During this time, the methyldopa dissolves with the formation of (R,S)-1-pivaloyloxyethyl ester product. Thereafter, t...